This data is from the Open Reaction Database (ORD), a public repository of structured organic reaction records. The task is: describe an organic reaction: reactants, conditions, products, and yield The product is CC(=O)N1CC(O)CC1C(=O)N1CCCNCC1. Reaction SMILES: [C:19]([OH:20])([CH2:21][CH3:22])([CH3:23])[CH3:24].[C:1]([CH3:2])(=[O:3])[N:4]1[CH:5]2[C:6](=[O:11])[O:7][CH:8]([CH2:9]1)[CH2:10]2.[NH:12]1[CH2:13][CH2:14][NH:15][CH2:16][CH2:17][CH2:18]1>>[C:1]([CH3:2])(=[O:3])[N:4]1[CH:5]([C:6](=[O:11])[N:12]2[CH2:13][CH2:14][NH:15][CH2:16][CH2:17][CH2:18]2)[CH2:10][CH:8]([OH:7])[CH2:9]1. The reactants are CCC(C)(C)O, CC(=O)N1CC2CC1C(=O)O2, C1CNCCNC1. Starting materials: C1(CC1)COC1=C(C=C(C=C1)S(=O)(=O)C)C=1C2=C(C(N(C1)C)=O)N=C(O2)C (7-[2-(cyclopropylmethoxy)-5-methylsulfonylphenyl]-2,5-dimethyl-[1,3]oxazolo[4,5-c]pyridin-4-one), FC1=C(OC2=C(C=C(C=C2)NS(=O)(=O)CC)B2OC(C(O2)(C)C)(C)C)C=CC(=C1)F (N-[4-(2,4-difluorophenoxy)-3-(4,4,5,5-tetramethyl-1,3,2-dioxaborolan-2-yl)phenyl]ethanesulfonamide). Yields the product FC1=C(OC2=C(C=C(C=C2)NS(=O)(=O)CC)C=2C3=C(C(N(C2)C)=O)N=C(O3)C)C=CC(=C1)F (N-[4-(2,4-difluorophenoxy)-3-(2,5-dimethyl-4-oxo-[1,3]oxazolo[4,5-c]pyridin-7-yl)phenyl]ethanesulfonamide). Reaction SMILES: C1(COC2C=CC(S(C)(=O)=O)=CC=2[C:16]2[C:17]3[O:26][C:25]([CH3:27])=[N:24][C:18]=3[C:19](=[O:23])[N:20]([CH3:22])[CH:21]=2)CC1.[F:28][C:29]1[CH:56]=[C:55]([F:57])[CH:54]=[CH:53][C:30]=1[O:31][C:32]1[CH:37]=[CH:36][C:35]([NH:38][S:39]([CH2:42][CH3:43])(=[O:41])=[O:40])=[CH:34][C:33]=1B1OC(C)(C)C(C)(C)O1>>[F:28][C:29]1[CH:56]=[C:55]([F:57])[CH:54]=[CH:53][C:30]=1[O:31][C:32]1[CH:37]=[CH:36][C:35]([NH:38][S:39]([CH2:42][CH3:43])(=[O:40])=[O:41])=[CH:34][C:33]=1[C:16]1[C:17]2[O:26][C:25]([CH3:27])=[N:24][C:18]=2[C:19](=[O:23])[N:20]([CH3:22])[CH:21]=1. Reported procedure: 7-bromo-2,5-dimethyl-[1,3]oxazolo[4,5-c]pyridin-4-one prepared in Example 238 and N-[4-(2,4-difluorophenoxy)-3-(4,4,5,5-tetramethyl-1,3,2-dioxaborolan-2-yl)phenyl]ethanesulfonamide prepared in Example 240 were reacted in a manner similar to Example 237, step 6 to give the title compound. 1H NMR (400 MHz, DMSO-d6) δ ppm 1.23 (t, J=6.95 Hz, 3H) 2.45 (s, 3H) 3.13 (d, J=7.83 Hz, 2H) 3.58 (s, 3H) 6.95 (d, J=8.59 Hz, 1H) 7.03-7.30 (m, 3H) 7.30-7.48 (m, 2H) 7.91 (s, 1H) 9.86 (s, 1H). LCMS: 476 (M+H)+ Reactants: Nc1cnc(Br)cn1, COc1ccc(B(O)O)cc1, CN(C)c1ccncc1, ClCCl. The product is COc1ccc(Nc2cnc(Br)cn2)cc1. RXN SMILES: [Br:12][c:13]1[n:14][cH:15][c:16]([NH2:19])[n:17][cH:18]1.[CH3:1][O:2][c:3]1[cH:4][cH:5][c:6]([B:9]([OH:10])[OH:11])[cH:7][cH:8]1.[CH3:20][N:21]([c:22]1[cH:23][cH:24][n:25][cH:26][cH:27]1)[CH3:28].[Cl:29][CH2:30][Cl:31]>>[CH3:1][O:2][c:3]1[cH:4][cH:5][c:6]([NH:19][c:16]2[cH:15][n:14][c:13]([Br:12])[cH:18][n:17]2)[cH:7][cH:8]1. Reactants: O.[OH-].[Li+] (lithium hydroxide monohydrate), COC(C1=CC(=C(C(=O)N)C=C1)OCCC1=C(C=C(C=C1)Cl)Cl)=O (3-[2-(2,4-Dichloro-phenyl)-ethoxy]-terephthalamic acid methyl ester), Cl (hydrochloric acid). Solvent: CO.O (MeOH water). Conditions: temperature 50 celsius, time 2 hour. The product is ClC1=C(C=CC(=C1)Cl)CCOC=1C=C(C(=O)O)C=CC1C(=O)N (3-[2-(2,4-Dichloro-phenyl)-ethoxy]-terephthalamic acid). As a reaction SMILES: C[O:2][C:3](=[O:24])[C:4]1[CH:12]=[CH:11][C:7]([C:8]([NH2:10])=[O:9])=[C:6]([O:13][CH2:14][CH2:15][C:16]2[CH:21]=[CH:20][C:19]([Cl:22])=[CH:18][C:17]=2[Cl:23])[CH:5]=1.O.[OH-].[Li+].Cl>CO.O>[Cl:23][C:17]1[CH:18]=[C:19]([Cl:22])[CH:20]=[CH:21][C:16]=1[CH2:15][CH2:14][O:13][C:6]1[CH:5]=[C:4]([CH:12]=[CH:11][C:7]=1[C:8]([NH2:10])=[O:9])[C:3]([OH:24])=[O:2] |f:1.2.3,5.6|. Reported procedure: 103 mg of 3-[2-(2,4-Dichloro-phenyl)-ethoxy]-terephthalamic acid methyl ester were dissolved in 1.2 ml of MeOH/water 3:1. 14 mg of lithium hydroxide monohydrate were added to the added to the solution, and the reaction was stirred at RT for 16 h and 2 h at 50° C. The solution was cooled to RT, then acidified with half-concentrated hydrochloric acid. The suspension was concentrated under reduced pressure and then extracted with ethyl acetate. The organic layer was dried over Na2SO4 and the solven... The reactants are CC(=O)c1ccc(Br)cc1O, O=C([O-])[O-], CI, [K+], [K+], CN(C)C=O, O. The product is COc1cc(Br)ccc1C(C)=O. Reaction SMILES: [Br:1][c:2]1[cH:3][c:4]([OH:11])[c:5]([C:8]([CH3:9])=[O:10])[cH:6][cH:7]1.[C:12](=[O:13])([O-:14])[O-:15].[CH3:18][I:19].[K+:16].[K+:17].[O:21]=[CH:22][N:23]([CH3:24])[CH3:25].[OH2:20]>>[Br:1][c:2]1[cH:3][c:4]([O:11][CH3:12])[c:5]([C:8]([CH3:9])=[O:10])[cH:6][cH:7]1. Reactants: COC(=O)CCCCC\C=C\1/[C@@](C=CC1=O)(O[Si](C)(C)C)CCCCCCCC ((4R)-5-[(E)-6-methoxycarbonylhexylidene)-4-octyl-4-trimethylsilyloxy-2-cyclopentenone), CCOCC (Ether), [Cl-].[Na+] (sodium chloride), [N+](CCCC)(CCCC)(CCCC)CCCC.[F-] (n-Bu4NF). Solvent: O1CCCC1 (tetrahydrofuran). Reaction conditions: time 15 minute. Yields the product COC(=O)CCCCC\C=C\1/[C@](C=CC1=O)(CCCCCCCC)O ((4R)-5-[(E)-6-methoxycarbonylhexylidene)-4-hydroxy-4-octyl-2-cyclopentenone). Isolated yield 32.8%. Reaction SMILES: [CH3:1][O:2][C:3]([CH2:5][CH2:6][CH2:7][CH2:8][CH2:9]/[CH:10]=[C:11]1\[C@:12]([CH2:22][CH2:23][CH2:24][CH2:25][CH2:26][CH2:27][CH2:28][CH3:29])([O:17][Si](C)(C)C)[CH:13]=[CH:14][C:15]\1=[O:16])=[O:4].[N+](CCCC)(CCCC)(CCCC)CCCC.[F-].CCOCC.[Cl-].[Na+]>O1CCCC1>[CH3:1][O:2][C:3]([CH2:5][CH2:6][CH2:7][CH2:8][CH2:9]/[CH:10]=[C:11]1\[C@@:12]([OH:17])([CH2:22][CH2:23][CH2:24][CH2:25][CH2:26][CH2:27][CH2:28][CH3:29])[CH:13]=[CH:14][C:15]\1=[O:16])=[O:4] |f:1.2,4.5|. Procedure details: 113 mg (0.27 mmole) of (4R)-5-[(E)-6-methoxycarbonylhexylidene)-4-octyl-4-trimethylsilyloxy-2-cyclopentenone was dissolved in 20 ml of tetrahydrofuran, and at 0° C., 1 ml (1 mmole) of n-Bu4NF (1 M in THF) was added. The mixture was stirred for 15 minutes. Ether and a saturated aqueous solution of sodium chloride were added. The aqueous layer was extracted with ethyl acetate. After filtration and concentration, the residue was subjected to TLC (n-hexane:AcOEt=1:1) to obtain 31 mg (33%) of (4R)-5-... Procedure details: By hydrolysis of 1.0 g (2.6 mmol) of methyl [(2,2-diethyl-6-methylchroman-4-yl)ethylsulfonylamino]acetate with 0.44 g (7.8 mmol) of KOH analogously to Example 2a, 0.89 g of [(2,2-diethyl-6-methylchroman-4-yl)ethylsulfonylamino]acetic acid is obtained. The product is C(C)C1(OC2=CC=C(C=C2C(C1)CCS(=O)(=O)NCC(=O)O)C)CC ([(2,2-diethyl-6-methylchroman-4-yl)ethylsulfonylamino]acetic acid). Isolated yield 92.6%. The reactants are C(C)C1(OC2=CC=C(C=C2C(C1)CCS(=O)(=O)NCC(=O)OC)C)CC (methyl [(2,2-diethyl-6-methylchroman-4-yl)ethylsulfonylamino]acetate), [OH-].[K+] (KOH). Reaction SMILES: [CH2:1]([C:3]1([CH2:25][CH3:26])[CH2:12][CH:11]([CH2:13][CH2:14][S:15]([NH:18][CH2:19][C:20]([O:22]C)=[O:21])(=[O:17])=[O:16])[C:10]2[C:5](=[CH:6][CH:7]=[C:8]([CH3:24])[CH:9]=2)[O:4]1)[CH3:2].[OH-].[K+]>>[CH2:25]([C:3]1([CH2:1][CH3:2])[CH2:12][CH:11]([CH2:13][CH2:14][S:15]([NH:18][CH2:19][C:20]([OH:22])=[O:21])(=[O:17])=[O:16])[C:10]2[C:5](=[CH:6][CH:7]=[C:8]([CH3:24])[CH:9]=2)[O:4]1)[CH3:26] |f:1.2|. Starting materials: ClC(C1=CC(=C(C(=N1)C(F)(F)F)C(=O)OCC)O)(F)F (Ethyl 6-(chlorodifluoromethyl)-4-hydroxy-2-(trifluoromethyl)-3-pyridinecarboxylate), C(=O)([O-])[O-].[K+].[K+] (K2CO3), IC(C)C (2-iodopropane). Solvent: CC(=O)C (acetone). Product: ClC(C1=CC(=C(C(=N1)C(F)(F)F)C(=O)OCC)OC(C)C)(F)F (Ethyl 6-(chlorodifluoromethyl)-4-isopropoxy-2-(trifluoromethyl)-3-pyridinecarboxylate). Isolated yield 88.9%. RXN SMILES: [Cl:1][C:2]([F:20])([F:19])[C:3]1[N:8]=[C:7]([C:9]([F:12])([F:11])[F:10])[C:6]([C:13]([O:15][CH2:16][CH3:17])=[O:14])=[C:5]([OH:18])[CH:4]=1.C([O-])([O-])=O.[K+].[K+].I[CH:28]([CH3:30])[CH3:29]>CC(C)=O>[Cl:1][C:2]([F:19])([F:20])[C:3]1[N:8]=[C:7]([C:9]([F:12])([F:10])[F:11])[C:6]([C:13]([O:15][CH2:16][CH3:17])=[O:14])=[C:5]([O:18][CH:28]([CH3:30])[CH3:29])[CH:4]=1 |f:1.2.3|. Reported procedure: A mixture of 15.0 g (0.047 mol) of product of Example 5, 6.5 g (0.047 mol) of K2CO3 and 5.2 ml (0.52 mol) of 2-iodopropane in 100 ml of acetone was stirred at reflux for 64 hours. The cooled reaction mixture was concentrated in vacuo. The residue was dissolved in ether, washed with H2O, dried (MgSO4), and concentrated in vacuo to a brown oil which was kugelrohr distilled at 68 Pa, pot temperature 90° C., affording 15.11 g (88.9%) of product as a clear oil, nD25 1.4405. Starting materials: ClC=1C=C(C=CC1F)N1N=C(C=C1C1=CC(=CC(=C1)C)F)C(=O)OCC (Ethyl 1-(3-chloro-4-fluorophenyl)-5-(3-fluoro-5-methylphenyl)-1H-pyrazole-3-carboxylate), ClC=1C=C(C=CC1F)N1N=C(C=C1C1=CC(=CC(=C1)F)Cl)C(=O)O (1-(3-Chloro-4-fluorophenyl)-5-(3-chloro-5-fluorophenyl)-1H-pyrazole-3-carboxylic acid). Reaction conditions: time 6 hour. Yields the product ClC=1C=C(C=CC1F)N1N=C(C=C1C1=CC(=CC(=C1)C)F)C(=O)O (1-(3-Chloro-4-fluorophenyl)-5-(3-fluoro-5-methylphenyl)-1H-pyrazole-3-carboxylic acid). As a reaction SMILES: [Cl:1][C:2]1[CH:3]=[C:4]([N:9]2[C:13]([C:14]3[CH:19]=[C:18]([CH3:20])[CH:17]=[C:16]([F:21])[CH:15]=3)=[CH:12][C:11]([C:22]([O:24]CC)=[O:23])=[N:10]2)[CH:5]=[CH:6][C:7]=1[F:8].ClC1C=C(N2C(C3C=C(F)C=C(Cl)C=3)=CC(C(O)=O)=N2)C=CC=1F>>[Cl:1][C:2]1[CH:3]=[C:4]([N:9]2[C:13]([C:14]3[CH:19]=[C:18]([CH3:20])[CH:17]=[C:16]([F:21])[CH:15]=3)=[CH:12][C:11]([C:22]([OH:24])=[O:23])=[N:10]2)[CH:5]=[CH:6][C:7]=1[F:8]. Reported procedure: The preparation of the title compound takes place starting from the compound of Example 57A in analogy to the synthesis of the compound of Example 71A but with stiffing for 6 hours. 2.34 g of the title compound with 79% purity are obtained.